describe an organic reaction: reactants, conditions, products, and yield From a dataset of the Open Reaction Database (ORD), a public repository of structured organic reaction records. Starting materials: ClC1=NC(=C(C2=CC(=CC=C12)OC)C1=CC=CC=C1)C (1-chloro-6-methoxy-3-methyl-4-phenylisoquinoline), C1(=CC=CC=C1)S(=O)O (benzenesulfinic acid), [Na] (sodium), O (water). Run in CN(C)C=O (DMF). Product: COC=1C=C2C(=C(N=C(C2=CC1)S(=O)(=O)C1=CC=CC=C1)C)C1=CC=CC=C1 (6-methoxy-3-methyl-4-phenyl-1-(phenylsulfonyl)isoquinoline). As a reaction SMILES: Cl[C:2]1[C:11]2[C:6](=[CH:7][C:8]([O:12][CH3:13])=[CH:9][CH:10]=2)[C:5]([C:14]2[CH:19]=[CH:18][CH:17]=[CH:16][CH:15]=2)=[C:4]([CH3:20])[N:3]=1.[C:21]1([S:27]([OH:29])=[O:28])[CH:26]=[CH:25][CH:24]=[CH:23][CH:22]=1.[Na].O>CN(C=O)C>[CH3:13][O:12][C:8]1[CH:7]=[C:6]2[C:11](=[CH:10][CH:9]=1)[C:2]([S:27]([C:21]1[CH:26]=[CH:25][CH:24]=[CH:23][CH:22]=1)(=[O:29])=[O:28])=[N:3][C:4]([CH3:20])=[C:5]2[C:14]1[CH:19]=[CH:18][CH:17]=[CH:16][CH:15]=1 |^1:29|. Reported procedure: To a solution of 1-chloro-6-methoxy-3-methyl-4-phenylisoquinoline (0.24 g) in 20 mL DMF was added benzenesulfinic acid, sodium salt dihydrate (0.60 g). The reaction was heated at 120 C overnight, then poured into water and extracted with EtOAc (3×). The combined organic solutions were washed with water (1×) and brine (1×), dried (Na2SO4) and concentrated. To a solution of the residue in 20 mL DMF was added benzenesulfinic acid, sodium salt dihydrate (0.74 g). The reaction was heated at 160 C ove...